Dataset: the Open Reaction Database (ORD), a public repository of structured organic reaction records. Task: describe an organic reaction: reactants, conditions, products, and yield The reactants are CCO, [Na+], [OH-], O, CCOC(=O)Cc1ccc(-c2cn3ccsc3n2)cc1. The product is O=C(O)Cc1ccc(-c2cn3ccsc3n2)cc1. RXN SMILES: [CH3:21][CH2:22][OH:23].[Na+:25].[OH-:24].[OH2:26].[s:1]1[c:2]2[n:3]([cH:4][cH:5]1)[cH:6][c:7](-[c:9]1[cH:10][cH:11][c:12]([CH2:15][C:16](=[O:17])[O:18][CH2:19][CH3:20])[cH:13][cH:14]1)[n:8]2>>[s:1]1[c:2]2[n:3]([cH:4][cH:5]1)[cH:6][c:7](-[c:9]1[cH:10][cH:11][c:12]([CH2:15][C:16](=[O:17])[OH:18])[cH:13][cH:14]1)[n:8]2. Reactants: CC1(OCCO1)C1=CC=C(O1)CN1N=CC(=C1)N (1-[5-(2-methyl-[1,3]dioxolan-2-yl)-furan-2-ylmethyl]-1H-pyrazol-4-ylamine), FC(C1=CC=C(C=C1)/C=C/C(=O)O)(F)F ((E)-3-(4-trifluoromethyl-phenyl)-acrylic acid). The product is C(C)(=O)C1=CC=C(O1)CN1N=CC(=C1)NC(\C=C\C1=CC=C(C=C1)C(F)(F)F)=O ((E)-N-[1-(5-Acetyl-furan-2-ylmethyl)-1H-pyrazol-4-yl]-3-(4-trifluoromethyl-phenyl)-acrylamide). As a reaction SMILES: [CH3:1][C:2]1([C:7]2[O:11][C:10]([CH2:12][N:13]3[CH:17]=[C:16]([NH2:18])[CH:15]=[N:14]3)=[CH:9][CH:8]=2)[O:6]CCO1.[F:19][C:20]([F:33])([F:32])[C:21]1[CH:26]=[CH:25][C:24](/[CH:27]=[CH:28]/[C:29](O)=[O:30])=[CH:23][CH:22]=1>>[C:2]([C:7]1[O:11][C:10]([CH2:12][N:13]2[CH:17]=[C:16]([NH:18][C:29](=[O:30])/[CH:28]=[CH:27]/[C:24]3[CH:23]=[CH:22][C:21]([C:20]([F:32])([F:33])[F:19])=[CH:26][CH:25]=3)[CH:15]=[N:14]2)=[CH:9][CH:8]=1)(=[O:6])[CH3:1]. Procedure details: Following general procedure B followed by either C or D, starting from 1-[5-(2-methyl-[1,3]dioxolan-2-yl)-furan-2-ylmethyl]-1H-pyrazol-4-ylamine and (E)-3-(4-trifluoromethyl-phenyl)-acrylic acid. Reactants: ClC1=C(C=CC(=C1C#N)F)[C@@H]1CN2[C@H](CO1)CN(CC2)C(=O)OC(C)(C)C ((3R,9aS)-tert-butyl 3-(2-chloro-3-cyano-4-fluorophenyl)hexahydropyrazino[2,1-c][1,4]oxazine-8(1H)-carboxylate), C1(CC1)[B-](F)(F)F.[K+] (potassium cyclopropyltrifluoroborate), CC(C)C1=CC(=C(C(=C1)C(C)C)C2=C(C=CC=C2)P(C3CCCCC3)C4CCCCC4)C(C)C (X-Phos), C([O-])([O-])=O.[K+].[K+] (potassium carbonate), COC1CCCC1 (CPME). Reagents/catalysts: CC(=O)[O-].CC(=O)[O-].[Pd+2] (Pd(OAc)2). The solvent is O (Water). Run at temperature 100 celsius. The product is C(#N)C=1C(=C(C=CC1F)[C@@H]1CN2[C@H](CO1)CN(CC2)C(=O)OC(C)(C)C)C2CC2 ((3R,9aS)-tert-butyl 3-(3-cyano-2-cyclopropyl-4-fluorophenyl)hexahydropyrazino[2,1-c][1,4]oxazine-8(1H)-carboxylate). Reaction SMILES: Cl[C:2]1[C:7]([C:8]#[N:9])=[C:6]([F:10])[CH:5]=[CH:4][C:3]=1[C@H:11]1[O:16][CH2:15][C@@H:14]2[CH2:17][N:18]([C:21]([O:23][C:24]([CH3:27])([CH3:26])[CH3:25])=[O:22])[CH2:19][CH2:20][N:13]2[CH2:12]1.[CH:28]1([B-](F)(F)F)[CH2:30][CH2:29]1.[K+].CC(C1C=C(C(C)C)C(C2C=CC=CC=2P(C2CCCCC2)C2CCCCC2)=C(C(C)C)C=1)C.C(=O)([O-])[O-].[K+].[K+].COC1CCCC1>CC([O-])=O.CC([O-])=O.[Pd+2].O>[C:8]([C:7]1[C:2]([CH:28]2[CH2:30][CH2:29]2)=[C:3]([C@H:11]2[O:16][CH2:15][C@@H:14]3[CH2:17][N:18]([C:21]([O:23][C:24]([CH3:27])([CH3:26])[CH3:25])=[O:22])[CH2:19][CH2:20][N:13]3[CH2:12]2)[CH:4]=[CH:5][C:6]=1[F:10])#[N:9] |f:1.2,4.5.6,8.9.10|. Procedure: To a microwave vial was charged with (3R,9aS)-tert-butyl 3-(2-chloro-3-cyano-4-fluorophenyl)hexahydropyrazino[2,1-c][1,4]oxazine-8(1H)-carboxylate (30 mg, 0.076 mmol), potassium cyclopropyltrifluoroborate (16.8 mg, 0.114 mmol), Pd(OAc)2 (1.7 mg, 7.58 μmol), X-Phos (7.2 mg, 0.015 mmol), and potassium carbonate (31.4 mg, 0.227 mmol). CPME (0.4 mL) and Water (40 μL) were added, and the reaction mixture was degassed with N2 and heated at 100° C. for 24 h. The reaction mixture was filtered to give th... Reactants: O=C1CCC(=O)N1Br, CN(C)C=O, COc1cc(C)c(Cl)cn1, [Na+], [Na+], O=S([O-])([O-])=S. The product is COc1ncc(Cl)c(C)c1Br. RXN SMILES: [Br:1][N:2]1[C:3](=[O:4])[CH2:5][CH2:6][C:7]1=[O:8].[CH3:26][N:27]([CH3:28])[CH:29]=[O:30].[Cl:9][c:10]1[c:11]([CH3:18])[cH:12][c:13]([O:16][CH3:17])[n:14][cH:15]1.[Na+:24].[Na+:25].[S:19]([O-:20])([O-:21])(=[O:22])=[S:23]>>[Br:1][c:12]1[c:11]([CH3:18])[c:10]([Cl:9])[cH:15][n:14][c:13]1[O:16][CH3:17]. Reactants: BrC1=C(C=C(C=C1OC)C=1OC=CC1)OC (2-(4-Bromo-3,5-dimethoxyphenyl)furan), CON(C(C(C1=CC=C(C=C1)C=1OC(=NN1)C)OC)=O)C (N,2-dimethoxy-N-methyl-2-(4-(5-methyl-1,3,4-oxadiazol-2-yl)phenyl)acetamide). Yields the product BrC1=C(C=C(C=C1OC)C1=CC=C(O1)C(C(C1=CC=C(C=C1)C=1OC(=NN1)C)OC)=O)OC (1-(5-(4-bromo-3,5-dimethoxyphenyl)furan-2-yl)-2-methoxy-2-(4-(5-methyl-1,3,4-oxadiazol-2-yl)phenyl)ethanone). Isolated yield 40.0%. RXN SMILES: [Br:1][C:2]1[C:7]([O:8][CH3:9])=[CH:6][C:5]([C:10]2[O:11][CH:12]=[CH:13][CH:14]=2)=[CH:4][C:3]=1[O:15][CH3:16].CON(C)[C:20](=[O:36])[CH:21]([O:34][CH3:35])[C:22]1[CH:27]=[CH:26][C:25]([C:28]2[O:29][C:30]([CH3:33])=[N:31][N:32]=2)=[CH:24][CH:23]=1>>[Br:1][C:2]1[C:7]([O:8][CH3:9])=[CH:6][C:5]([C:10]2[O:11][C:12]([C:20](=[O:36])[CH:21]([O:34][CH3:35])[C:22]3[CH:23]=[CH:24][C:25]([C:28]4[O:29][C:30]([CH3:33])=[N:31][N:32]=4)=[CH:26][CH:27]=3)=[CH:13][CH:14]=2)=[CH:4][C:3]=1[O:15][CH3:16]. Procedure details: 2-(4-Bromo-3,5-dimethoxyphenyl)furan was coupled with N,2-dimethoxy-N-methyl-2-(4-(5-methyl-1,3,4-oxadiazol-2-yl)phenyl)acetamide according to the method used for the synthesis of Example 12. Purification by chromatography (50-80% EtOAc-hexanes) provided 1-(5-(4-bromo-3,5-dimethoxyphenyl)furan-2-yl)-2-methoxy-2-(4-(5-methyl-1,3,4-oxadiazol-2-yl)phenyl)ethanone as a yellow foam (0.356 g, 40% yield). MS: m/z 513.2 [M+H]+. Reactants: CCCCCCCN(CC)CCCCc1ccc([N+](=O)[O-])cc1, CCO. Yields the product CCCCCCCN(CC)CCCCc1ccc(N)cc1. Reaction SMILES: [CH2:1]([CH3:2])[N:3]([CH2:4][CH2:5][CH2:6][CH2:7][CH2:8][CH2:9][CH3:10])[CH2:11][CH2:12][CH2:13][CH2:14][c:15]1[cH:16][cH:17][c:18]([N+:21]([O-:22])=[O:23])[cH:19][cH:20]1.[CH3:24][CH2:25][OH:26]>>[CH2:1]([CH3:2])[N:3]([CH2:4][CH2:5][CH2:6][CH2:7][CH2:8][CH2:9][CH3:10])[CH2:11][CH2:12][CH2:13][CH2:14][c:15]1[cH:16][cH:17][c:18]([NH2:21])[cH:19][cH:20]1. The reactants are C(C)(=O)SC(CC(=O)O)C(CC(C)C)C(=O)N[C@@H](CC1=CC=C(C=C1)OC)C(=O)NC (3-Acetylmercapto-6-methyl-4-[[[1-(S)-[(methylamino)carbonyl]-2-(4-methoxyphenyl)ethyl]amino]carbonyl]heptanoic acid), N (ammonia). The product is C(C)(=O)SC(C(C(=O)N)CC(C)C)CC(=O)N[C@@H](CC1=CC=C(C=C1)OC)C(=O)NC (3-Acetylmercapto-N'-[1-(S)-[(methylamino)carbonyl]-2-(4-methoxyphenyl)ethyl]-2-(2-methylpropyl)pentanediamide). Reaction SMILES: [C:1]([S:4][CH:5]([CH:10]([C:15]([NH:17][C@H:18]([C:28]([NH:30][CH3:31])=[O:29])[CH2:19][C:20]1[CH:25]=[CH:24][C:23]([O:26][CH3:27])=[CH:22][CH:21]=1)=[O:16])CC(C)C)[CH2:6][C:7]([OH:9])=O)(=[O:3])[CH3:2].[NH3:32]>>[C:1]([S:4][CH:5]([CH2:10][C:15]([NH:17][C@H:18]([C:28]([NH:30][CH3:31])=[O:29])[CH2:19][C:20]1[CH:21]=[CH:22][C:23]([O:26][CH3:27])=[CH:24][CH:25]=1)=[O:16])[CH:6]([CH2:19][CH:20]([CH3:25])[CH3:21])[C:7]([NH2:32])=[O:9])(=[O:3])[CH3:2]. Procedure: The title compound, m.p. 235°-240° C., was prepared from the compound of Example 5 and ammonia by an analogous procedure to that described in Example 11. As a reaction SMILES: [Cl:1][C:2]1[CH:44]=[C:43]([CH3:45])[CH:42]=[C:41]([Cl:46])[C:3]=1[O:4][CH2:5][CH2:6][O:7][C:8]1[CH:13]=[CH:12][C:11]([CH2:14][CH:15]([C:25]2[CH:30]=[CH:29][C:28](B3OC(C)(C)C(C)(C)O3)=[CH:27][C:26]=2[CH3:40])[CH2:16][NH:17][C:18](=[O:24])[O:19][C:20]([CH3:23])([CH3:22])[CH3:21])=[CH:10][CH:9]=1.[CH3:47][N:48]([CH3:53])[C:49](=[O:52])[CH2:50][CH3:51]>>[Cl:46][C:41]1[CH:42]=[C:43]([CH3:45])[CH:44]=[C:2]([Cl:1])[C:3]=1[O:4][CH2:5][CH2:6][O:7][C:8]1[CH:9]=[CH:10][C:11]([CH2:14][CH:15]([C:25]2[CH:30]=[CH:29][C:28]([C:2]3[CH:44]=[CH:43][CH:42]=[CH:41][C:3]=3[CH2:51][CH2:50][C:49]([N:48]([CH3:53])[CH3:47])=[O:52])=[CH:27][C:26]=2[CH3:40])[CH2:16][NH:17][C:18](=[O:24])[O:19][C:20]([CH3:22])([CH3:23])[CH3:21])=[CH:12][CH:13]=1. The reactants are ClC1=C(OCCOC2=CC=C(C=C2)CC(CNC(OC(C)(C)C)=O)C2=C(C=C(C=C2)B2OC(C(O2)(C)C)(C)C)C)C(=CC(=C1)C)Cl (tert-butyl {3-{4-[2-(2,6-dichloro-4-methylphenoxy)ethoxy]phenyl}-2-[2-methyl-4-(4,4,5,5-tetramethyl-1,3,2-dioxaborolan-2-yl)phenyl]propyl}carbamate), CN(C(CC)=O)C (N,N-dimethylpropanamide). The product is ClC1=C(OCCOC2=CC=C(C=C2)CC(CNC(OC(C)(C)C)=O)C2=C(C=C(C=C2)C2=C(C=CC=C2)CCC(=O)N(C)C)C)C(=CC(=C1)C)Cl (tert-butyl (3-{4-[2-(2,6-dichloro-4-methylphenoxy)ethoxy]phenyl}-2-{2′-[3-(dimethylamino)-3-oxopropyl]-3-methylbiphenyl-4-yl}propyl)carbamate). Procedure details: Prepared according to the procedure described in EXAMPLE 7, step 2 using tert-butyl {3-{4-[2-(2,6-dichloro-4-methylphenoxy)ethoxy]phenyl}-2-[2-methyl-4-(4,4,5,5-tetramethyl-1,3,2-dioxaborolan-2-yl)phenyl]propyl}carbamate from EXAMPLE 9, step 1 and 342-bromophenyl)-N,N-dimethylpropanamide (V.12) as starting materials. Purification by column chromatography on silica gel (Combi-Flash by ISCO), eluting with Hex/EtOAc (10 to 75% in 30 min) afforded the desired compound as a colorless oil. Reactants: BrC=1C(=C(C(=O)OC)C=CC1OC)O (methyl 3-bromo-2-hydroxy-4-methoxybenzoate), [H-].[Al+3].[H-].[H-] (aluminum hydride), Cl (hydrochloric acid). Run in O1CCCC1 (tetrahydrofuran), O1CCCC1 (tetrahydrofuran), O (water), O1CCCC1 (tetrahydrofuran), O (water). Reaction conditions: time 3 hour. Yields the product BrC=1C(=C(C=CC1OC)CO)O (3-Bromo-2-hydroxy-4-methoxybenzenemethanol). Yield: 91.0%. As a reaction SMILES: [Br:1][C:2]1[C:3]([OH:14])=[C:4]([CH:9]=[CH:10][C:11]=1[O:12][CH3:13])[C:5](OC)=[O:6].[H-].[Al+3].[H-].[H-].Cl>O1CCCC1.O>[Br:1][C:2]1[C:3]([OH:14])=[C:4]([CH2:5][OH:6])[CH:9]=[CH:10][C:11]=1[O:12][CH3:13] |f:1.2.3.4|. Procedure details: 28 g (0.12 mole) of methyl 3-bromo-2-hydroxy-4-methoxybenzoate (prepared according to the method of T. M. CRESP et al., J. Chem. Soc. Perkin Trans., Part 1, (1973), 340-345) dissolved in 250 ml of tetrahydrofuran, are added dropwise, in the course of 75 minutes, at 0° C. to a suspension of 6.06 g (0.159 mole) oflithium aluminum hydride in 100 ml of tetrahydrofuran. The reaction mixture is stirred for 3 hours at ambient temperature. Subsequently, there is added a mixture of 11.5 ml of water and 1...